From a dataset of the Open Reaction Database (ORD), a public repository of structured organic reaction records. describe an organic reaction: reactants, conditions, products, and yield Starting materials: O (Water), FC(OC=1C=C(C=CC1)C1=NNC2=C1CN(CC2)C(C)=O)(F)F (1-[3-(3-trifluoromethoxy-phenyl)-1,4,6,7-tetrahydro-pyrazolo[4,3-c]pyridin-5-yl]-ethanone), FC=1C=C(C=2C[C@@H]3[C@H](C2C1)O3)F ((1aS,6aR)-3,5-difluoro-6,6a-dihydro-1aH-1-oxa-cyclopropa[a]indene), C(=O)([O-])[O-].[K+].[K+] (K2CO3). The solvent is CC#N (CH3CN). Run at temperature 50 celsius, time 24 hour. Yields the product FC1=C2C[C@H]([C@@H](C2=CC(=C1)F)N1N=C(C=2CN(CCC21)C(C)=O)C2=CC(=CC=C2)OC(F)(F)F)O (1-[1-((1R,2R)-4,6-Difluoro-2-hydroxy-indan-1-yl)-3-(3-trifluoromethoxy-phenyl)-1,4,6,7-tetrahydro-pyrazolo[4,3-c]pyridin-5-yl]-ethanone). Isolated yield 23.3%. RXN SMILES: [F:1][C:2]([F:23])([F:22])[O:3][C:4]1[CH:5]=[C:6]([C:10]2[C:14]3[CH2:15][N:16]([C:19](=[O:21])[CH3:20])[CH2:17][CH2:18][C:13]=3[NH:12][N:11]=2)[CH:7]=[CH:8][CH:9]=1.[F:24][C:25]1[CH:26]=[C:27]([F:35])[C:28]2[CH2:29][C@H:30]3[O:34][C@H:31]3[C:32]=2[CH:33]=1.C([O-])([O-])=O.[K+].[K+].O>CC#N>[F:35][C:27]1[CH:26]=[C:25]([F:24])[CH:33]=[C:32]2[C:28]=1[CH2:29][C@@H:30]([OH:34])[C@@H:31]2[N:12]1[C:13]2[CH2:18][CH2:17][N:16]([C:19](=[O:21])[CH3:20])[CH2:15][C:14]=2[C:10]([C:6]2[CH:7]=[CH:8][CH:9]=[C:4]([O:3][C:2]([F:1])([F:22])[F:23])[CH:5]=2)=[N:11]1 |f:2.3.4|. Procedure: A mixture of 1-[3-(3-trifluoromethoxy-phenyl)-1,4,6,7-tetrahydro-pyrazolo[4,3-c]pyridin-5-yl]-ethanone (3e) (0.461 mmol), 0.44 g, 2.65 mmol), (1aS,6aR)-3,5-difluoro-6,6a-dihydro-1aH-1-oxa-cyclopropa[a]indene (6b) (0.077 g, 0.461 mmol) and K2CO3 (127 mg, 0.922 mmol) in 5 ml CH3CN was stirred at 50° C. for 24 h. Water was added, the mixture was extracted 3 times with CH2Cl2, the combined organic layers were dried over MgSO4, filtrated and the solution was evaporated to dryness. The crude product w...